Dataset: the Open Reaction Database (ORD), a public repository of structured organic reaction records. Task: describe an organic reaction: reactants, conditions, products, and yield The reactants are CCOC(=O)CC(C=CCN1C(=O)C(NC(=O)OC(C)(C)C)CC1C)c1ccc(OC)nc1, CO, CCO, [H][H]. Yields the product CCOC(=O)CC(CCCN1C(=O)C(NC(=O)OC(C)(C)C)CC1C)c1ccc(OC)nc1. As a reaction SMILES: [CH2:1]([CH3:2])[O:3][C:4]([CH2:5][CH:6]([CH:7]=[CH:8][CH2:9][N:10]1[C:11](=[O:24])[CH:12]([NH:16][C:17](=[O:18])[O:19][C:20]([CH3:21])([CH3:22])[CH3:23])[CH2:13][CH:14]1[CH3:15])[c:25]1[cH:26][n:27][c:28]([O:31][CH3:32])[cH:29][cH:30]1)=[O:33].[CH3:36][OH:37].[CH3:38][CH2:39][OH:40].[H:34][H:35]>>[CH2:1]([CH3:2])[O:3][C:4]([CH2:5][CH:6]([CH2:7][CH2:8][CH2:9][N:10]1[C:11](=[O:24])[CH:12]([NH:16][C:17](=[O:18])[O:19][C:20]([CH3:21])([CH3:22])[CH3:23])[CH2:13][CH:14]1[CH3:15])[c:25]1[cH:26][n:27][c:28]([O:31][CH3:32])[cH:29][cH:30]1)=[O:33]. Yields the product CNc1nn(-c2ccccc2)cc1C=O. Starting materials: CNc1nn(-c2ccccc2)cc1CO, C1CCOC1. RXN SMILES: [CH3:1][NH:2][c:3]1[n:4][n:5](-[c:10]2[cH:11][cH:12][cH:13][cH:14][cH:15]2)[cH:6][c:7]1[CH2:8][OH:9].[O:16]1[CH2:17][CH2:18][CH2:19][CH2:20]1>>[CH3:1][NH:2][c:3]1[n:4][n:5](-[c:10]2[cH:11][cH:12][cH:13][cH:14][cH:15]2)[cH:6][c:7]1[CH:8]=[O:9]. The reactants are FC1C(CN(CC1)C1=C(C=NC=C1)[N+](=O)[O-])NC(OC(C)(C)C)=O ((+/−)-tert-butyl 4-fluoro-1-(3-nitropyridin-4-yl)piperidin-3-ylcarbamate). Solvent: C(C)O (ethanol), C(C)(=O)OCC (ethyl acetate). Product: NC=1C=NC=CC1N1CC(C(CC1)F)NC(OC(C)(C)C)=O ((+/−)-tert-butyl 1-(3-aminopyridin-4-yl)-4-fluoropiperidin-3-ylcarbamate). The yield is 99.0%. RXN SMILES: [F:1][CH:2]1[CH2:7][CH2:6][N:5]([C:8]2[CH:13]=[CH:12][N:11]=[CH:10][C:9]=2[N+:14]([O-])=O)[CH2:4][CH:3]1[NH:17][C:18](=[O:24])[O:19][C:20]([CH3:23])([CH3:22])[CH3:21]>C(O)C.C(OCC)(=O)C>[NH2:14][C:9]1[CH:10]=[N:11][CH:12]=[CH:13][C:8]=1[N:5]1[CH2:6][CH2:7][CH:2]([F:1])[CH:3]([NH:17][C:18](=[O:24])[O:19][C:20]([CH3:22])([CH3:21])[CH3:23])[CH2:4]1. Procedure details: Following Method 2 of Example 49, (+/−)-tert-butyl 4-fluoro-1-(3-nitropyridin-4-yl)piperidin-3-ylcarbamate in ethanol and ethyl acetate (1:1, 0.1 M solution) was reduced yielding (+/−)-tert-butyl 1-(3-aminopyridin-4-yl)-4-fluoropiperidin-3-ylcarbamate, (>99%). LCMS (m/z): 311.2 (MH+); LC Rt=2.14 min. Starting materials: C(CCCCCCCCCCCCCCCCC)(=O)O (stearic acid), CN(CCCN)C (N,N-dimethyl-1,3-propanediamine), CN(CCCN)C (N,N-dimethyl-1,3-propanediamine), fatty acid. Run at temperature 180 celsius. Product: C(CCCCCCCCCCCCCCCCC)(=O)NCCCN(C)C (N-stearoylaminopropyl-N,N-dimethylamine). Reaction SMILES: [C:1]([OH:20])(=O)[CH2:2][CH2:3][CH2:4][CH2:5][CH2:6][CH2:7][CH2:8][CH2:9][CH2:10][CH2:11][CH2:12][CH2:13][CH2:14][CH2:15][CH2:16][CH2:17][CH3:18].[CH3:21][N:22]([CH3:27])[CH2:23][CH2:24][CH2:25][NH2:26]>>[C:1]([NH:26][CH2:25][CH2:24][CH2:23][N:22]([CH3:27])[CH3:21])(=[O:20])[CH2:2][CH2:3][CH2:4][CH2:5][CH2:6][CH2:7][CH2:8][CH2:9][CH2:10][CH2:11][CH2:12][CH2:13][CH2:14][CH2:15][CH2:16][CH2:17][CH3:18]. Reported procedure: (a-2) was synthesized by a dehydration amidation reaction between stearic acid and N,N-dimethyl-1,3-propanediamine. Specifically, 161 g of N,N-dimethyl-1,3-propanediamine and 373.3 g of the fatty acid were placed in a four-neck flask equipped with a stirrer, a temperature gage and a dehydrating pipe and the mixture was raised to 180° C. The mixture was stirred under heating at this temperature for about 5 hours while distilling generated water. Then, the reaction mixture was cooled to 120° C. an...